From a dataset of the Open Reaction Database (ORD), a public repository of structured organic reaction records. describe an organic reaction: reactants, conditions, products, and yield Starting materials: C(#N)CC1(CN(C1)C(=O)OC(C)(C)C)N1N=CC(=C1)C1=C2C(=NC=C1)N(C=C2)COCC[Si](C)(C)C (tert-butyl 3-(cyanomethyl)-3-[4-(1-{[2-(trimethylsilyl)ethoxy]methyl}-1H-pyrrolo[2,3-b]pyridin-4-yl)-1H-pyrazol-1-yl]azetidine-1-carboxylate), Cl (hydrogen chloride). Solvent: C(Cl)Cl (methylene chloride), O1CCOCC1 (dioxane). Reaction conditions: time 8 hour. Product: C[Si](CCOCN1C=CC=2C1=NC=CC2C=2C=NN(C2)C2(CNC2)CC#N)(C)C ({3-[4-(1-{[2-(Trimethylsilyl)ethoxy]methyl}-1H-pyrrolo[2,3-b]pyridin-4-yl)-1H-pyrazol-1-yl]azetidin-3-yl}acetonitrile), Cl (HCl). Reaction SMILES: [C:1]([CH2:3][C:4]1([N:15]2[CH:19]=[C:18]([C:20]3[CH:25]=[CH:24][N:23]=[C:22]4[N:26]([CH2:29][O:30][CH2:31][CH2:32][Si:33]([CH3:36])([CH3:35])[CH3:34])[CH:27]=[CH:28][C:21]=34)[CH:17]=[N:16]2)[CH2:7][N:6](C(OC(C)(C)C)=O)[CH2:5]1)#[N:2].[ClH:37]>C(Cl)Cl.O1CCOCC1>[CH3:35][Si:33]([CH3:34])([CH3:36])[CH2:32][CH2:31][O:30][CH2:29][N:26]1[C:22]2=[N:23][CH:24]=[CH:25][C:20]([C:18]3[CH:17]=[N:16][N:15]([C:4]4([CH2:3][C:1]#[N:2])[CH2:5][NH:6][CH2:7]4)[CH:19]=3)=[C:21]2[CH:28]=[CH:27]1.[ClH:37]. Procedure details: To a solution of tert-butyl 3-(cyanomethyl)-3-[4-(1-{[2-(trimethylsilyl)ethoxy]methyl}-1H-pyrrolo[2,3-b]pyridin-4-yl)-1H-pyrazol-1-yl]azetidine-1-carboxylate (1.6 g) in methylene chloride (10 mL) was added a solution of 4.0 M of hydrogen chloride in dioxane (20 mL). The mixture was stirred at room temperature overnight. Then it was concentrated under reduced pressure to afford the desired compound as HCl salt (1.5 g). LCMS (M+H)+: m/z=409.2.